Dataset: the Open Reaction Database (ORD), a public repository of structured organic reaction records. Task: describe an organic reaction: reactants, conditions, products, and yield Starting materials: COC(=O)C=1C(=C2C=C(C(N(C2=CN1)CC1=CC=CC=C1)=O)C1=CC=CC=C1)O (1-benzyl-5-hydroxy-2-oxo-3-phenyl-1,2-dihydro-[1,7]naphthyridine-6-carboxylic acid methyl ester), C(C)(C)(C)OC(C(CN)(C)C)=O (3-amino-2,2-dimethyl-propionic acid tert-butyl ester). Run in CCO (EtOH). Conditions: temperature 140 celsius. Yields the product C(C)(C)(C)OC(C(CNC(=O)C=1C(=C2C=C(C(N(C2=CN1)CC1=CC=CC=C1)=O)C1=CC=CC=C1)O)(C)C)=O (3-[(1-Benzyl-5-hydroxy-2-oxo-3-phenyl-1,2-dihydro-[1,7]naphthyridine-6-carbonyl)-amino]-2,2-dimethyl-propionic acid tert-butyl ester). Isolated yield 53.5%. As a reaction SMILES: CO[C:3]([C:5]1[C:6]([OH:29])=[C:7]2[C:12](=[CH:13][N:14]=1)[N:11]([CH2:15][C:16]1[CH:21]=[CH:20][CH:19]=[CH:18][CH:17]=1)[C:10](=[O:22])[C:9]([C:23]1[CH:28]=[CH:27][CH:26]=[CH:25][CH:24]=1)=[CH:8]2)=[O:4].[C:30]([O:34][C:35](=[O:41])[C:36]([CH3:40])([CH3:39])[CH2:37][NH2:38])([CH3:33])([CH3:32])[CH3:31]>CCO>[C:30]([O:34][C:35](=[O:41])[C:36]([CH3:40])([CH3:39])[CH2:37][NH:38][C:3]([C:5]1[C:6]([OH:29])=[C:7]2[C:12](=[CH:13][N:14]=1)[N:11]([CH2:15][C:16]1[CH:17]=[CH:18][CH:19]=[CH:20][CH:21]=1)[C:10](=[O:22])[C:9]([C:23]1[CH:24]=[CH:25][CH:26]=[CH:27][CH:28]=1)=[CH:8]2)=[O:4])([CH3:33])([CH3:31])[CH3:32]. Procedure: A mixture of 1-benzyl-5-hydroxy-2-oxo-3-phenyl-1,2-dihydro-[1,7]naphthyridine-6-carboxylic acid methyl ester (30 mg, 0.078 mmol) and 3-amino-2,2-dimethyl-propionic acid tert-butyl ester (40 mg, 0.233 mmol) in EtOH (2 mL) was heated at 140° C. for 6 h in a microwave reactor. Solvent was evaporated in vacuo, and the residue was purified by silica gel chromatography (0-15% EtOAc/hexanes+2% AcOH) to give 22 mg of the title compound as a yellow oil. 1H NMR (CDCl3, 200 MHz): δ=13.2 (s, 1H), 8.35 (s, 1... The reactants are ClCCl, OCc1ccc(Cc2ccc(Cl)o2)cc1. Yields the product O=Cc1ccc(Cc2ccc(Cl)o2)cc1. As a reaction SMILES: [Cl:16][CH2:17][Cl:18].[Cl:1][c:2]1[cH:3][cH:4][c:5]([CH2:7][c:8]2[cH:9][cH:10][c:11]([CH2:14][OH:15])[cH:12][cH:13]2)[o:6]1>>[Cl:1][c:2]1[cH:3][cH:4][c:5]([CH2:7][c:8]2[cH:9][cH:10][c:11]([CH:14]=[O:15])[cH:12][cH:13]2)[o:6]1. Starting materials: C[O-].[Na+] (sodium methoxide), CN(C(=O)SC1=C(C(=O)OC)C=CC(=C1)OCC)C (methyl 2-[(dimethylamino)carbonylthio]-4-ethoxybenzoate). Solvent: CO (methanol). The product is C(C)OC1=CC(=C(C(=O)OC)C=C1)S (methyl 4-ethoxy-2-mercaptobenzoate). Isolated yield 86.7%. RXN SMILES: C[O-].[Na+].CN(C)C([S:8][C:9]1[CH:18]=[C:17]([O:19][CH2:20][CH3:21])[CH:16]=[CH:15][C:10]=1[C:11]([O:13][CH3:14])=[O:12])=O>CO>[CH2:20]([O:19][C:17]1[CH:16]=[CH:15][C:10]([C:11]([O:13][CH3:14])=[O:12])=[C:9]([SH:8])[CH:18]=1)[CH3:21] |f:0.1|. Procedure: Methanolic sodium methoxide (4.9M, 22.4 mL, 0.11 mol) was added via syringe to a solution of methyl 2-[(dimethylamino)carbonylthio]-4-ethoxybenzoate (crude, ca. 28.3 g, 0.10 mol) in methanol (100 mL) under nitrogen. The reaction mixture was heated at reflux for 30 minutes, then cooled with the aid of a water bath. Rotary evaporation yielded a solid. This was partitioned between dichloromethane (100 mL) and water (100 mL). The aqueous layer was washed with dichloromethane (3×40 mL), acidified to ... Reactants: CN(C(CC1=C(C=CC(=C1)C(C)=O)NC1=C(C(=CC(=C1F)F)F)F)=O)C (N,N-dimethyl-5-acetyl-2-(2′,3′,5′,6′-tetrafluoroanilino)phenylacetamide). Reagents/catalysts: [Pd] (Pd/C). Run in CC(=O)O (HOAc). The product is CN(C(CC1=C(C=CC(=C1)CC)NC1=C(C(=CC(=C1F)F)F)F)=O)C (N,N-dimethyl-5-ethyl-2-(2′,3′,5′,6′-tetrafluoroanilino)phenylacetamide). As a reaction SMILES: [CH3:1][N:2]([CH3:26])[C:3](=[O:25])[CH2:4][C:5]1[CH:10]=[C:9]([C:11](=O)[CH3:12])[CH:8]=[CH:7][C:6]=1[NH:14][C:15]1[C:20]([F:21])=[C:19]([F:22])[CH:18]=[C:17]([F:23])[C:16]=1[F:24]>CC(O)=O.[Pd]>[CH3:26][N:2]([CH3:1])[C:3](=[O:25])[CH2:4][C:5]1[CH:10]=[C:9]([CH2:11][CH3:12])[CH:8]=[CH:7][C:6]=1[NH:14][C:15]1[C:20]([F:21])=[C:19]([F:22])[CH:18]=[C:17]([F:23])[C:16]=1[F:24]. Reported procedure: N,N-dimethyl-5-acetyl-2-(2′,3′,5′,6′-tetrafluoroanilino)phenylacetamide (30 g, 0.802 mol) is dissolved in HOAc (150 ml) and hydrogenated (55 psi) with a 10% Pd/C (1.5 g) catalyst for 8 hours. The catalyst is removed by filtration through Celite and the filtrate poured into water (500 ml) and EtOAc (500 ml). The organic layer is washed with water (750 ml), neutralized with saturated Na2CO3 solution (500 ml) and washed with brine (500 ml). Evaporation on a rotovap followed by trituration with hexa... Reactants: 11B, [H][H] (Hydrogen), Cl (HCl), B.CSC (borane methyl sulfide), C1=CCCCC1 (cyclohexene). The reagents and catalysts are [Hg] (mercury). The solvent is CCOCC (ether), C(C)OCC (diethyl ether), C(C)OCC (diethyl ether). Reaction conditions: time 3 hour. Product: C1(CCCCC1)B(Cl)C1CCCCC1 (Dicyclohexylchloroborane). The yield is 75.0%. RXN SMILES: [CH:1]1[CH2:6][CH2:5][CH2:4][CH2:3][CH:2]=1.[BH3:7].CSC.[ClH:11].[H][H]>C(OCC)C.[Hg]>[CH:1]1([B:7]([CH:1]2[CH2:6][CH2:5][CH2:4][CH2:3][CH2:2]2)[Cl:11])[CH2:6][CH2:5][CH2:4][CH2:3][CH2:2]1 |f:1.2|. Procedure details: A 500-mL round-bottom flask capped with a rubber septum, a magnetic stirring bar, and a connecting tube attached to a mercury bubbler was charged with diethyl ether (150 mL) and cyclohexene (41 mL, 400 mmol). The flask was cooled in an ice bath, borane-methyl sulfide (BMS, 20 mL, 200 mmol) was added slowly, and stirring was continued for 3 h at 0° C. Dicyclohexylborane precipitated as a white solid. The supernatant liquid was removed by a double-ended needle, the solid was washed with ether, and... Reactants: O=C([O-])[O-], COc1cc2c(Cl)ncnc2cc1OCCCN(C)S(C)(=O)=O, [K+], [K+], CN(C)C=O, Cc1ccnc2cc(O)ccc12. Yields the product COc1cc2c(Oc3ccc4c(C)ccnc4c3)ncnc2cc1OCCCN(C)S(C)(=O)=O. Reaction SMILES: [C:24](=[O:25])([O-:26])[O-:27].[Cl:1][c:2]1[n:3][cH:4][n:5][c:6]2[cH:7][c:8]([O:14][CH2:15][CH2:16][CH2:17][N:18]([S:19](=[O:20])(=[O:21])[CH3:22])[CH3:23])[c:9]([O:12][CH3:13])[cH:10][c:11]12.[K+:28].[K+:29].[O:42]=[CH:43][N:44]([CH3:45])[CH3:46].[OH:30][c:31]1[cH:32][cH:33][c:34]2[c:35]([CH3:41])[cH:36][cH:37][n:38][c:39]2[cH:40]1>>[c:2]1([O:30][c:31]2[cH:32][cH:33][c:34]3[c:35]([CH3:41])[cH:36][cH:37][n:38][c:39]3[cH:40]2)[n:3][cH:4][n:5][c:6]2[cH:7][c:8]([O:14][CH2:15][CH2:16][CH2:17][N:18]([S:19](=[O:20])(=[O:21])[CH3:22])[CH3:23])[c:9]([O:12][CH3:13])[cH:10][c:11]12. Starting materials: [O-]S(=O)(=O)C(F)(F)F (triflate), [H-].[Na+] (sodium hydride), FC(S(=O)(=O)OCC(C(C(COCC)(F)F)(F)F)(F)F)(F)F (5-ethoxy-2,2,3,3,4,4-hexafluoropentyl trifluoromethanesulfonate), C(C1=CC=CC=C1)OC1=CC=C(C=C1)O (4-benzyloxyphenol). Solvent: COCCOC (1,2-dimethoxyethane). Run at time 18 hour. The product is C(C)OCC(C(C(COC1=CC=C(C=C1)O)(F)F)(F)F)(F)F (4-(5-ethoxy-2,2,3,3,4,4-hexafluoropentoxy)phenol). The yield is 17.2%. As a reaction SMILES: [H-].[Na+].C([O:10][C:11]1[CH:16]=[CH:15][C:14](O)=[CH:13][CH:12]=1)C1C=CC=CC=1.FC(F)(F)S([O:23][CH2:24][C:25]([F:37])([F:36])[C:26]([F:35])([F:34])[C:27]([F:33])([F:32])[CH2:28][O:29][CH2:30][CH3:31])(=O)=O.[O-]S(C(F)(F)F)(=O)=O>COCCOC>[CH2:30]([O:29][CH2:28][C:27]([F:32])([F:33])[C:26]([F:34])([F:35])[C:25]([F:36])([F:37])[CH2:24][O:23][C:14]1[CH:15]=[CH:16][C:11]([OH:10])=[CH:12][CH:13]=1)[CH3:31] |f:0.1|. Procedure details: 2.8 g of 60% sodium hydride in mineral oil was added to 100 ml of dry 1,2-dimethoxyethane. The mixture was stirred, and 10 g (0.0499 moles) of 4-benzyloxyphenol was added. The resulting solution was stirred for 30 minutes more, then was cooled down to room temperature using an ice bath. 19 g (0.0511 moles) of 5-ethoxy-2,2,3,3,4,4-hexafluoropentyl trifluoromethanesulfonate (prepared essentially as in Example 3) was then added slowly. When the triflate addition was complete, the ice bath was remov...